describe an organic reaction: reactants, conditions, products, and yield From a dataset of the Open Reaction Database (ORD), a public repository of structured organic reaction records. As a reaction SMILES: [N:1]1[CH:6]=[CH:5][CH:4]=[C:3]([CH2:7][CH2:8][C:9]([OH:11])=O)[CH:2]=1.C(Cl)(=O)C([Cl:15])=O>C(Cl)Cl.CN(C=O)C>[N:1]1[CH:6]=[CH:5][CH:4]=[C:3]([CH2:7][CH2:8][C:9]([Cl:15])=[O:11])[CH:2]=1. Reagents/catalysts: CN(C)C=O (DMF). Yields the product N1=CC(=CC=C1)CCC(=O)Cl (3-Pyridine Propionyl Chloride). Run in C(Cl)Cl (CH2Cl2). Procedure: To a solution of 300 mg (1.99 mmol) 3-pyridine propionic acid in 10 mL CH2Cl2 was added one drop DMF and 2.3 mL (4.56 mmol) oxalyl chloride, and the mixture stirred at rt for 4 h. The volatiles were evaporated under reduced pressure and the material used crude in the following procedure. Reaction conditions: time 4 hour. Starting materials: N1=CC(=CC=C1)CCC(=O)O (3-pyridine propionic acid), C(C(=O)Cl)(=O)Cl (oxalyl chloride). The reactants are ON=C1CCCN(C2=C1C=CC=C2)C(C2=CC=C(C=C2)[N+](=O)[O-])=O (5-hydroxyimino-1-(4-nitrobenzoyl) -2,3,4,5-tetrahydro-1H-1-benzazepine), [H-].[Na+] (sodium hydride), BrCC(=O)OCC (Ethyl bromoacetate). Solvent: CN(C=O)C (N,N-dimethylformamide). Conditions: temperature 0 celsius, time 5 minute. Yields the product C(C)OC(=O)CON=C1CCCN(C2=C1C=CC=C2)C(C2=CC=C(C=C2)[N+](=O)[O-])=O (5-ethoxycarbonylmethoxyimino-1-(4-nitrobenzoyl) -2,3,4,5-tetrahydro-1H-1-benzazepine). RXN SMILES: [OH:1][N:2]=[C:3]1[C:9]2[CH:10]=[CH:11][CH:12]=[CH:13][C:8]=2[N:7]([C:14](=[O:24])[C:15]2[CH:20]=[CH:19][C:18]([N+:21]([O-:23])=[O:22])=[CH:17][CH:16]=2)[CH2:6][CH2:5][CH2:4]1.[H-].[Na+].Br[CH2:28][C:29]([O:31][CH2:32][CH3:33])=[O:30]>CN(C)C=O>[CH2:32]([O:31][C:29]([CH2:28][O:1][N:2]=[C:3]1[C:9]2[CH:10]=[CH:11][CH:12]=[CH:13][C:8]=2[N:7]([C:14](=[O:24])[C:15]2[CH:20]=[CH:19][C:18]([N+:21]([O-:23])=[O:22])=[CH:17][CH:16]=2)[CH2:6][CH2:5][CH2:4]1)=[O:30])[CH3:33] |f:1.2|. Reported procedure: A solution of 5-hydroxyimino-1-(4-nitrobenzoyl) -2,3,4,5-tetrahydro-1H-1-benzazepine (500 mg) in N,N-dimethylformamide (10 ml) was treated with sodium hydride (72 mg, 60% w/w in mineral oil) at 0° C. The reaction mixture was stirred at 0° C. for 5 minutes and then at ambient temperature for 30 minutes. Ethyl bromoacetate (301 mg) was added, and the reaction mixture was stirred for 2 hours. The reaction was quenched with aqueous hydrochloric acid and the mixture was diluted with ethyl acetate. Th... Starting materials: B(Br)(Br)Br (BBr3), Cl.C1(CC1)NC1COC2=CC=CC(=C2C1)OC (3-(N-Cyclopropylamino)-5-metoxychroman hydrochloride), N (NH3), ice. Run in C(Cl)Cl (CH2Cl2), C(Cl)Cl (CH2Cl2). Reaction conditions: temperature -20 celsius. Product: C1(CC1)NC1COC2=CC=CC(=C2C1)O (3-(N-cyclopropylamino)-5-hydroxychroman). Yield: 86.4%. As a reaction SMILES: Cl.[CH:2]1([NH:5][CH:6]2[CH2:15][C:14]3[C:9](=[CH:10][CH:11]=[CH:12][C:13]=3[O:16]C)[O:8][CH2:7]2)[CH2:4][CH2:3]1.B(Br)(Br)Br.N>C(Cl)Cl>[CH:2]1([NH:5][CH:6]2[CH2:15][C:14]3[C:9](=[CH:10][CH:11]=[CH:12][C:13]=3[OH:16])[O:8][CH2:7]2)[CH2:4][CH2:3]1 |f:0.1|. Reported procedure: 3-(N-Cyclopropylamino)-5-metoxychroman hydrochloride (5.6 g, 22 mmol) was suspended in CH2Cl2 (140 mL) under N2. The mixture was cooled on a dry-ice/EtOH bath to -20° C. BBr3 (4.1 mL, 44 mmol) dissolved in CH2Cl2 (60 mL) was added to the stirred mixture during 0.5 hour. the yellow clear solution was slowly warmed to 0° C. and kept at that temperature until GC indicated a complete reaction (after 3-5 hours). Then the solution was poured on crushed ice (200 g) and enough cone. NH3 (aq.) to make a ... Reactants: COC(CCC=1C(N(CC1)CC1=CC=C(C=C1)[N+](=O)[O-])=O)=O (3-[1-(4-nitro-benzyl)-2-oxo-2,5-dihydro-1H-pyrrol-3-yl]-propionic acid methyl ester), C(C)(=O)O (acetic acid). Reagents/catalysts: [Zn] (Zn). The solvent is CO (methanol). Run at time 48 hour. Yields the product COC(CCC=1C(N(CC1)CC1=CC=C(C=C1)N)=O)=O (3-[1-(4-amino-benzyl)-2-oxo-2,5-dihydro-1H-pyrrol-3-yl]-propionic acid methyl ester). The yield is 24.7%. As a reaction SMILES: [CH3:1][O:2][C:3](=[O:22])[CH2:4][CH2:5][C:6]1[C:7](=[O:21])[N:8]([CH2:11][C:12]2[CH:17]=[CH:16][C:15]([N+:18]([O-])=O)=[CH:14][CH:13]=2)[CH2:9][CH:10]=1.C(O)(=O)C>CO.[Zn]>[CH3:1][O:2][C:3](=[O:22])[CH2:4][CH2:5][C:6]1[C:7](=[O:21])[N:8]([CH2:11][C:12]2[CH:13]=[CH:14][C:15]([NH2:18])=[CH:16][CH:17]=2)[CH2:9][CH:10]=1. Procedure details: 90 mg of 3-[1-(4-nitro-benzyl)-2-oxo-2,5-dihydro-1H-pyrrol-3-yl]-propionic acid methyl ester (0.3 mM) was dissolved in methanol solution at room temperature. And then 290 mg of Zn (4.44 mM) and 0.02 ml of acetic acid (0.3 mM) were added thereto and the mixture was stirred for 48 hrs at room temperature. The resulting compound was purified by Silica gel column chromatography with ethylacetate as an eluant to give 20 mg of 3-[1-(4-amino-benzyl)-2-oxo-2,5-dihydro-1H-pyrrol-3-yl]-propionic acid meth...